Task: describe an organic reaction: reactants, conditions, products, and yield. Dataset: the Open Reaction Database (ORD), a public repository of structured organic reaction records Starting materials: CC(C)O, N#Cc1ccc(-c2cnc(Cl)o2)cc1, CS(=O)(=O)Nc1cccc(N)c1. Yields the product CS(=O)(=O)Nc1cccc(Nc2ncc(-c3ccc(C#N)cc3)o2)c1. As a reaction SMILES: [CH3:27][CH:28]([OH:29])[CH3:30].[Cl:1][c:2]1[o:3][c:4](-[c:7]2[cH:8][cH:9][c:10]([C:11]#[N:12])[cH:13][cH:14]2)[cH:5][n:6]1.[NH2:15][c:16]1[cH:17][c:18]([NH:22][S:23](=[O:24])(=[O:25])[CH3:26])[cH:19][cH:20][cH:21]1>>[c:2]1([NH:15][c:16]2[cH:17][c:18]([NH:22][S:23](=[O:24])(=[O:25])[CH3:26])[cH:19][cH:20][cH:21]2)[o:3][c:4](-[c:7]2[cH:8][cH:9][c:10]([C:11]#[N:12])[cH:13][cH:14]2)[cH:5][n:6]1. Reactants: CN(C)C[C-]1C(=CC=C1)CN(C)C.[CH-]1C=CC=C1.[Fe+2] (1,2-bis-(dimethylaminomethyl)ferrocene), C(CCC)[Li] (n-butyl lithium), resultant mixture, C=O (paraformaldehyde). Solvent: C(C)OCC (diethyl ether). Reaction conditions: time 3 hour. The product is OC[C-]1C(=C(C=C1)CN(C)C)CN(C)C.[CH-]1C=CC=C1.[Fe+2] (1-hydroxymethyl-2,3-bis-(dimethylaminomethyl)ferrocene). Isolated yield 91.0%. As a reaction SMILES: [CH3:1][N:2]([CH2:4][C-:5]1[CH:9]=[CH:8][CH:7]=[C:6]1[CH2:10][N:11]([CH3:13])[CH3:12])[CH3:3].[CH-:14]1[CH:18]=[CH:17][CH:16]=[CH:15]1.[Fe+2:19].C([Li])CCC.[CH2:25]=[O:26]>C(OCC)C>[OH:26][CH2:25][C-:9]1[CH:8]=[CH:7][C:6]([CH2:10][N:11]([CH3:13])[CH3:12])=[C:5]1[CH2:4][N:2]([CH3:1])[CH3:3].[CH-:14]1[CH:18]=[CH:17][CH:16]=[CH:15]1.[Fe+2:19] |f:0.1.2,6.7.8|. Procedure: To a stirred solution of 1,2-bis-(dimethylaminomethyl) ferrocene (Example 9, 0.70 g, 2.32 mmol) in diethyl ether (15 cm3) under argon is added 1.2 equivalents n-butyl lithium (Aldrich, 1.75 mL, 1.6M in diethyl ether) and the mixture stirred for three hours to yield a red solution. The reaction mixture is cooled in a dry ice/acetone bath, calcined paraformaldehyde added in 2:1 excess, and the resultant mixture stirred at room temperature overnight. The mixture is quenched with water and extracted... The reactants are C1(=CC=CC=C1)C=1NC=CN1 (2-Phenyl-1H-imidazole), BrCC#N (bromoacetonitrile). The product is C1(=CC=CC=C1)C=1N(C=CN1)CC#N ((2-Phenyl-imidazol-1-yl)-acetonitrile). Reaction SMILES: [C:1]1([C:7]2[NH:8][CH:9]=[CH:10][N:11]=2)[CH:6]=[CH:5][CH:4]=[CH:3][CH:2]=1.Br[CH2:13][C:14]#[N:15]>>[C:1]1([C:7]2[N:11]([CH2:13][C:14]#[N:15])[CH:10]=[CH:9][N:8]=2)[CH:2]=[CH:3][CH:4]=[CH:5][CH:6]=1. Reported procedure: The title compound is synthesized by coupling of 2-Phenyl-1H-imidazole and bromoacetonitrile analogously to the preparation of Intermediate 269.4 as a colorless oil; ES-MS: M+H=184.1: CtRef=3.48. Product: COC(=O)c1ccc(I)cc1OCCc1ccccc1. Starting materials: O=C([O-])[O-], BrCCc1ccccc1, Cl, [Cs+], [Cs+], COC(=O)c1ccc(I)cc1O, CN(C)C=O. As a reaction SMILES: [C:1](=[O:2])([O-:3])[O-:4].[CH2:19]([CH2:20][c:21]1[cH:22][cH:23][cH:24][cH:25][cH:26]1)[Br:27].[ClH:28].[Cs+:5].[Cs+:6].[I:7][c:8]1[cH:9][c:10]([OH:18])[c:11]([C:12](=[O:13])[O:14][CH3:15])[cH:16][cH:17]1.[O:29]=[CH:30][N:31]([CH3:32])[CH3:33]>>[I:7][c:8]1[cH:9][c:10]([O:18][CH2:19][CH2:20][c:21]2[cH:22][cH:23][cH:24][cH:25][cH:26]2)[c:11]([C:12](=[O:13])[O:14][CH3:15])[cH:16][cH:17]1. The reactants are CN(C1=CC=C(C=C1)CNC1=CC=C(C=C1)F)C ([(4-dimethylaminophenyl)methyl](4-fluorophenyl)amine), C(C)(C)C1=C(C(=CC=C1)C(C)C)N=C=O (2,6-diisopropylphenyl isocyanate). Run in C1=CC=CC=C1 (benzene). Conditions: time 5 hour. The product is C(C)(C)C1=C(C(=CC=C1)C(C)C)NC(N(C1=CC=C(C=C1)F)CC1=CC=C(C=C1)N(C)C)=O (N′-(2,6-diisopropylphenyl)-N-[(4-dimethylaminophenyl)methyl]-N-(4-fluorophenyl)urea). Reaction SMILES: [CH3:1][N:2]([CH3:18])[C:3]1[CH:8]=[CH:7][C:6]([CH2:9][NH:10][C:11]2[CH:16]=[CH:15][C:14]([F:17])=[CH:13][CH:12]=2)=[CH:5][CH:4]=1.[CH:19]([C:22]1[CH:27]=[CH:26][CH:25]=[C:24]([CH:28]([CH3:30])[CH3:29])[C:23]=1[N:31]=[C:32]=[O:33])([CH3:21])[CH3:20]>C1C=CC=CC=1>[CH:19]([C:22]1[CH:27]=[CH:26][CH:25]=[C:24]([CH:28]([CH3:29])[CH3:30])[C:23]=1[NH:31][C:32](=[O:33])[N:10]([CH2:9][C:6]1[CH:5]=[CH:4][C:3]([N:2]([CH3:18])[CH3:1])=[CH:8][CH:7]=1)[C:11]1[CH:16]=[CH:15][C:14]([F:17])=[CH:13][CH:12]=1)([CH3:20])[CH3:21]. Procedure details: To a solution of [(4-dimethylaminophenyl)methyl](4-fluorophenyl)amine (0.52 g) in benzene (5 mL) was added 2,6-diisopropylphenyl isocyanate (0.46 mL) and the mixture was stirred at room temperature for 5 hr. The solvent was evaporated under reduced pressure and the residue was purified by silica gel column chromatography. The obtained crystals were subjected to recrystallization from a mixed solvent of diisopropyl ether and hexane to give N′-(2,6-diisopropylphenyl)-N-[(4-dimethylaminophenyl)meth... Procedure: For example, lovastatin (Ia) is prepared by lactonisation of the 3,5-dihydroxy pentanoic acid derivative (II) to (Ia) either by heating in an organic solvent or in the presence of an acid catalyst. The former, viz. mevinolinic acid, is obtained from a fermentation broth containing Asperigillus Terreus. As a reaction SMILES: [CH3:1][CH2:2][C@@H:3]([C:5]([O:7][C@@H:8]1[C@@H:13]2[C@@H:14]([CH2:19][CH2:20][C@H:21]3[O:27][C:25](=[O:26])[CH2:24][C@H:23]([OH:28])[CH2:22]3)[C@@H:15]([CH3:18])[CH:16]=[CH:17][C:12]2=[CH:11][C@H:10]([CH3:29])[CH2:9]1)=[O:6])[CH3:4].[OH:30]C(CCO)CC(O)=O>>[CH3:1][CH2:2][C@@H:3]([C:5]([O:7][C@@H:8]1[C@@H:13]2[C@@H:14]([CH2:19][CH2:20][C@@H:21]([OH:30])[CH2:22][C@@H:23]([OH:28])[CH2:24][C:25]([OH:27])=[O:26])[C@@H:15]([CH3:18])[CH:16]=[CH:17][C:12]2=[CH:11][C@H:10]([CH3:29])[CH2:9]1)=[O:6])[CH3:4]. Reactants: CC[C@H](C)C(=O)O[C@H]1C[C@H](C=C2[C@H]1[C@H]([C@H](C=C2)C)CC[C@@H]3C[C@H](CC(=O)O3)O)C (lovastatin), OC(CC(=O)O)CCO (3,5-dihydroxy pentanoic acid). Yields the product CC[C@H](C)C(=O)O[C@H]1C[C@H](C=C2[C@H]1[C@H]([C@H](C=C2)C)CC[C@H](C[C@H](CC(=O)O)O)O)C (mevinolinic acid). The reactants are NC=1C(N(C(N(C1N)CCC)=S)CCC)=O (5,6-diamino-1,3-dipropyl-2-thiouracil), C12C(CCC2CCC1)C(=O)O (bicyclo[3.3.01octan-2-carboxylic acid). Yields the product [C@@H]12[C@@H](CC[C@H]2CCC1)C1=NC=2N(C(N(C(C2N1)=O)CCC)=S)CCC (8-[(1R*,2R*,5R*)-Bicyclo[3.3.0]octan-2-yl]-1,3-dipropyl-2-thioxanthine). Isolated yield 57.0%. RXN SMILES: [NH2:1][C:2]1[C:3](=[O:16])[N:4]([CH2:13][CH2:14][CH3:15])[C:5](=[S:12])[N:6]([CH2:9][CH2:10][CH3:11])[C:7]=1[NH2:8].[CH:17]12[CH2:24][CH2:23][CH2:22][CH:21]1[CH2:20][CH2:19][CH:18]2[C:25](O)=O>>[C@@H:17]12[CH2:24][CH2:23][CH2:22][C@@H:21]1[CH2:20][CH2:19][C@H:18]2[C:25]1[NH:1][C:2]2[C:3](=[O:16])[N:4]([CH2:13][CH2:14][CH3:15])[C:5](=[S:12])[N:6]([CH2:9][CH2:10][CH3:11])[C:7]=2[N:8]=1. Reported procedure: The substantially same operations as in Example 1 were repeated except for using 2.00 g (8.26 mmol) of 5,6-diamino-1,3-dipropyl-2-thiouracil [J. Med. Chem., 32, 1873 (1989)] and 1.42 ml (9.92 mmol) of bicyclo[3.3.01octan-2-carboxylic acid to afford 1.70 g (overall yield: 57%) of the captioned Compound 24 as a white crystal.